Dataset: the Open Reaction Database (ORD), a public repository of structured organic reaction records. Task: describe an organic reaction: reactants, conditions, products, and yield Product: Cl[C@H]1[C@@H](C1)C(=O)OC(C)(C)C (trans t-butyl 2-chloro-1-cyclopropane carboxylate). Run at temperature 90 celsius. Reactants: ClC1(C(C1)C(=O)OC(C)(C)C)Cl (tert-butyl 2,2-dichlorocyclopropanecarboxylate), C(CCC)[SnH](CCCC)CCCC (tributyltin hydride), CC(C)(C#N)N=NC(C)(C)C#N (AIBN). RXN SMILES: [Cl:1][C:2]1(Cl)[CH2:4][CH:3]1[C:5]([O:7][C:8]([CH3:11])([CH3:10])[CH3:9])=[O:6].C([SnH](CCCC)CCCC)CCC.CC(N=NC(C#N)(C)C)(C#N)C>>[Cl:1][C@@H:2]1[CH2:4][C@H:3]1[C:5]([O:7][C:8]([CH3:11])([CH3:10])[CH3:9])=[O:6]. Reported procedure: A mixture of tert-butyl 2,2-dichlorocyclopropanecarboxylate (1.0 g, 4.7 mmol), tributyltin hydride (1.68 g, 5.7 mmol) and AIBN (50 mg) were heated to 90° C. for 1 h. The mixture was cooled to room temperature and distillation afforded a mixture of cis and trans t-butyl 2-chloro-1-cyclopropane carboxylate (220 mg, yield: 26%). Isolated yield 26.5%.